describe an organic reaction: reactants, conditions, products, and yield From a dataset of the Open Reaction Database (ORD), a public repository of structured organic reaction records. The reactants are C([O-])([O-])=O.[Na+].[Na+] (sodium carbonate), ClC=1C=C2C(=CNC2=CC1)CCNC(C1=CC(=CC=C1)I)=O (N-(2-(5-chloro-1H-indol-3-yl)ethyl)-3-iodobenzamide), B(C=1C=CC(=CC1)C)(O)O (p-tolylboronic acid). Reagents/catalysts: C=1C=CC(=CC1)[P](C=2C=CC=CC2)(C=3C=CC=CC3)[Pd]([P](C=4C=CC=CC4)(C=5C=CC=CC5)C=6C=CC=CC6)([P](C=7C=CC=CC7)(C=8C=CC=CC8)C=9C=CC=CC9)[P](C=1C=CC=CC1)(C=1C=CC=CC1)C=1C=CC=CC1 (tetrakis(triphenylphosphine)palladium). Solvent: C(OC)COC (dimethoxyethane), O (water). Yields the product eluent, ClC=1C=C2C(=CNC2=CC1)CCNC(=O)C=1C=C(C=CC1)C1=CC=C(C=C1)C (N-(2-(5-chloro-1H-indol-3-yl)ethyl)-4′-methylbiphenyl-3-carboxamide). Yield: 81.8%. Reaction SMILES: [Cl:1][C:2]1[CH:3]=[C:4]2[C:8](=[CH:9][CH:10]=1)[NH:7][CH:6]=[C:5]2[CH2:11][CH2:12][NH:13][C:14](=[O:22])[C:15]1[CH:20]=[CH:19][CH:18]=[C:17](I)[CH:16]=1.B(O)(O)[C:24]1[CH:25]=[CH:26][C:27]([CH3:30])=[CH:28][CH:29]=1.C(=O)([O-])[O-].[Na+].[Na+]>C(COC)OC.O.C1C=CC([P]([Pd]([P](C2C=CC=CC=2)(C2C=CC=CC=2)C2C=CC=CC=2)([P](C2C=CC=CC=2)(C2C=CC=CC=2)C2C=CC=CC=2)[P](C2C=CC=CC=2)(C2C=CC=CC=2)C2C=CC=CC=2)(C2C=CC=CC=2)C2C=CC=CC=2)=CC=1>[Cl:1][C:2]1[CH:3]=[C:4]2[C:8](=[CH:9][CH:10]=1)[NH:7][CH:6]=[C:5]2[CH2:11][CH2:12][NH:13][C:14]([C:15]1[CH:16]=[C:17]([C:24]2[CH:29]=[CH:28][C:27]([CH3:30])=[CH:26][CH:25]=2)[CH:18]=[CH:19][CH:20]=1)=[O:22] |f:2.3.4,^1:49,51,70,89|. Reported procedure: N-(2-(5-chloro-1H-indol-3-yl)ethyl)-4′-methylbiphenyl-3-carboxamide was prepared according to method B with N-(2-(5-chloro-1H-indol-3-yl)ethyl)-3-iodobenzamide (0.075 g; 0.176 mmol), p-tolylboronic acid (0.025 g; 0.176 mmol), tetrakis(triphenylphosphine)palladium (0.010 g; 0.009 mmol), sodium carbonate (0.037 g; 0.353 mmol), in dimethoxyethane (3 mL) and water (1 mL), irradiated in a microwave oven at 130° C. for 15 minutes. Flash chromatography on silica gel (eluent 2 to 10% ethyl acetate in di... Reactants: FC1=CC=C(C=C1)CC1=CN=C2C(=C(C(N(C2=C1)CCCS(=O)(=O)N1CCCC1)=O)C(=O)OCC)O (ethyl 7-[(4-fluorophenyl)methyl]-4-hydroxy-2-oxo-1-[3-(1-pyrrolidinylsulfonyl)propyl]-1,2-dihydro-1,5-naphthyridine-3-carboxylate), CC(COC)N (2-methoxy isopropylamine). The product is FC1=CC=C(C=C1)CC1=CN=C2C(=C(C(N(C2=C1)CCCS(=O)(=O)N1CCCC1)=O)C(=O)NC(COC)C)O (7-[(4-Fluorophenyl)methyl]-4-hydroxy-N-[1-methyl-2-(methyloxy)ethyl]-2-oxo-1-[3-(1-pyrrolidinylsulfonyl)propyl]-1,2-dihydro-1,5-naphthyridine-3-carboxamide). Reaction SMILES: [F:1][C:2]1[CH:7]=[CH:6][C:5]([CH2:8][C:9]2[CH:18]=[C:17]3[C:12]([C:13]([OH:36])=[C:14]([C:31](OCC)=[O:32])[C:15](=[O:30])[N:16]3[CH2:19][CH2:20][CH2:21][S:22]([N:25]3[CH2:29][CH2:28][CH2:27][CH2:26]3)(=[O:24])=[O:23])=[N:11][CH:10]=2)=[CH:4][CH:3]=1.[CH3:37][CH:38]([NH2:42])[CH2:39][O:40][CH3:41]>>[F:1][C:2]1[CH:7]=[CH:6][C:5]([CH2:8][C:9]2[CH:18]=[C:17]3[C:12]([C:13]([OH:36])=[C:14]([C:31]([NH:42][CH:38]([CH3:37])[CH2:39][O:40][CH3:41])=[O:32])[C:15](=[O:30])[N:16]3[CH2:19][CH2:20][CH2:21][S:22]([N:25]3[CH2:29][CH2:28][CH2:27][CH2:26]3)(=[O:23])=[O:24])=[N:11][CH:10]=2)=[CH:4][CH:3]=1. Reported procedure: This compound was prepared from ethyl 7-[(4-fluorophenyl)methyl]-4-hydroxy-2-oxo-1-[3-(1-pyrrolidinylsulfonyl)propyl]-1,2-dihydro-1,5-naphthyridine-3-carboxylate and 2-methoxy isopropylamine employing methods similar to those described in Example 202 and was obtained as a white solid: 1H NMR (300 MHz, CDCl3) δ 10.17 (d, J=8.6 Hz, 1 H), 8.56 (s, 1 H), 7.75 (s, 1 H), 7.22 (m, 2 H), 7.02 (t, J=8.7 Hz, 2 H), 4.43-4.33 (m, 3 H), 4.13 (s, 2 H), 3.48 (d, J=4.7 Hz, 2 H), 3.41 (s, 3 H), 3.38-3.33 (n, 4 H... Starting materials: C(C)N(C1=CC=C(C=C1)N=O)CC (N,N-diethyl-p-nitrosoaniline), C1(=CC=CC=C1)C1=NN(C(=C1)N)C1=NC=CC=C1 (3-phenyl-1-(2-pyridyl)-5-aminopyrazole). The solvent is C(C)(=O)O (acetic acid). Product: C(C)N(C1=CC=C2N=C3C(=NC2=C1)N(N=C3C3=CC=CC=C3)C3=NC=CC=C3)CC (7-diethylamino-3-phenyl-1-(2-pyridyl)-1H-pyrazolo[3,4-b]quinoxaline). Yield: 33.0%. As a reaction SMILES: [CH2:1]([N:3]([CH2:12][CH3:13])[C:4]1[CH:9]=[CH:8][C:7]([N:10]=O)=[CH:6][CH:5]=1)[CH3:2].[C:14]1([C:20]2[CH:24]=[C:23]([NH2:25])[N:22]([C:26]3[CH:31]=[CH:30][CH:29]=[CH:28][N:27]=3)[N:21]=2)[CH:19]=[CH:18][CH:17]=[CH:16][CH:15]=1>C(O)(=O)C>[CH2:1]([N:3]([CH2:12][CH3:13])[C:4]1[CH:9]=[C:8]2[C:7]([N:10]=[C:24]3[C:20]([C:14]4[CH:15]=[CH:16][CH:17]=[CH:18][CH:19]=4)=[N:21][N:22]([C:26]4[CH:31]=[CH:30][CH:29]=[CH:28][N:27]=4)[C:23]3=[N:25]2)=[CH:6][CH:5]=1)[CH3:2]. Procedure: 1.78 g N,N-diethyl-p-nitrosoaniline and 2.67 g 3-phenyl-1-(2-pyridyl)-5-aminopyrazole were refluxed for 2 hrs in acetic acid. The mixture was concentrated to half volume. Water was added to get a precipitate, then filtered. The solid was purified by chromatograph column on silica gel. After removing the solvent, 1.3 g pure 7-diethylamino-3-phenyl-1-(2-pyridyl)-1H-pyrazolo[3,4-b]quinoxaline (DEPPPQ) was obtained as brown-red solid. Starting materials: Nc1nc2cc(Br)ccn2n1, CCN=C=O, C1CCOC1, CCOCC, Cc1ccccc1. Product: CCNC(=O)Nc1nc2cc(Br)ccn2n1. Reaction SMILES: [Br:1][c:2]1[cH:3][c:4]2[n:5]([cH:6][cH:7]1)[n:8][c:9]([NH2:11])[n:10]2.[CH2:12]([CH3:13])[N:14]=[C:15]=[O:16].[CH2:22]1[O:23][CH2:24][CH2:25][CH2:26]1.[CH3:17][CH2:18][O:19][CH2:20][CH3:21].[CH3:27][c:28]1[cH:29][cH:30][cH:31][cH:32][cH:33]1>>[Br:1][c:2]1[cH:3][c:4]2[n:5]([cH:6][cH:7]1)[n:8][c:9]([NH:11][C:15]([NH:14][CH2:12][CH3:13])=[O:16])[n:10]2.